From a dataset of the Open Reaction Database (ORD), a public repository of structured organic reaction records. describe an organic reaction: reactants, conditions, products, and yield The reactants are Cl (hydrochloric acid), [OH-].[Na+] (sodium hydroxide), ClC1=CC=C(C=C1)[C@H](OC1CCN(CC1)CCCC(=O)OCC)C1=NC=CC=C1 (ethyl (S)-4-[4-[(4-chlorophenyl)(2-pyridyl)methoxy ]-piperidino]butanoate). The solvent is C(C)O (ethanol). Reaction conditions: time 8 hour. The product is ClC1=CC=C(C=C1)[C@H](OC1CCN(CC1)CCCC(=O)O)C1=NC=CC=C1 ((S)-4-[4-[(4-chlorophenyl)(2-pyridyl)methoxy]piperidino]butanoic acid), product. RXN SMILES: [Cl:1][C:2]1[CH:7]=[CH:6][C:5]([C@@H:8]([C:24]2[CH:29]=[CH:28][CH:27]=[CH:26][N:25]=2)[O:9][CH:10]2[CH2:15][CH2:14][N:13]([CH2:16][CH2:17][CH2:18][C:19]([O:21]CC)=[O:20])[CH2:12][CH2:11]2)=[CH:4][CH:3]=1.[OH-].[Na+].Cl>C(O)C>[Cl:1][C:2]1[CH:3]=[CH:4][C:5]([C@@H:8]([C:24]2[CH:29]=[CH:28][CH:27]=[CH:26][N:25]=2)[O:9][CH:10]2[CH2:15][CH2:14][N:13]([CH2:16][CH2:17][CH2:18][C:19]([OH:21])=[O:20])[CH2:12][CH2:11]2)=[CH:6][CH:7]=1 |f:1.2|. Procedure details: In 760 ml of ethanol was dissolved 126.0 g (0.302 mol) of ethyl (S)-4-[4-[(4-chlorophenyl)(2-pyridyl)methoxy ]-piperidino]butanoate obtained according to Reference example 3(1), and then 120.8 ml of a 5N aqueous sodium hydroxide solution was added to the mixture and the mixture was allowed to stand at room temperature overnight. After confirming disappearance of the starting materials, the mixture was neutralized by adding 121.1 ml of a 5N hydrochloric acid. After the precipitated crystals were ...